The task is: describe an organic reaction: reactants, conditions, products, and yield. This data is from the Open Reaction Database (ORD), a public repository of structured organic reaction records. The reactants are CC(N(C=O)C1CCCC2CCCCC12)C(=O)O (methyl N-(decahydro-1-naphthalenyl)-N-formylglycine), C(=O)OC (methyl formate), [H-].[Na+] (sodium hydride), 92.7, [S-]C#N.[K+] (potassium thiocyanate), Cl (hydrochloric acid). Solvent: O1CCCC1 (tetrahydrofuran), O (water), CO (methanol), O(CC)CC (1,1'-oxybisethane), O (water). Run at time 18 hour. The product is SC=1N(C(=CN1)C(=O)OC)C1CCCC2CCCCC12 (methyl 2-mercapto-N-(decahydro-1-naphthalenyl)-1H-imidazole-5-carboxylate). RXN SMILES: [CH3:1][CH:2](C(O)=O)[N:3]([CH:6]1[CH:15]2[CH:10]([CH2:11][CH2:12][CH2:13][CH2:14]2)[CH2:9][CH2:8][CH2:7]1)C=O.[CH:19]([O:21][CH3:22])=[O:20].[H-].[Na+].Cl.[S-:26][C:27]#[N:28].[K+]>O.CO.O(CC)CC.O1CCCC1>[SH:26][C:27]1[N:3]([CH:6]2[CH:15]3[CH:10]([CH2:11][CH2:12][CH2:13][CH2:14]3)[CH2:9][CH2:8][CH2:7]2)[C:2]([C:19]([O:21][CH3:22])=[O:20])=[CH:1][N:28]=1 |f:2.3,5.6|. Procedure: To a stirred solution of methyl N-(decahydro-1-naphthalenyl)-N-formylglycine in 900 parts of tetrahydrofuran and 127 parts of methyl formate were added suitable amounts of sodium hydride. After stirring for 18 hours at room temperature, 350 parts of deionisized water and 1.4 parts of 1,1'-oxybisethane were added to the mixture. The separated aqueous layer was acidified with 132.7 parts of concentrated hydrochloric acid and 280 parts of methanol were added. The whole was heated to 40°-50° C. and ... Reactants: OC1=C(C=C(C(=O)N2CCN(CC2)CC(C)C)C=C1)CC(C)C (1-(4-hydroxy-3-isobutylbenzoyl)-4-isobutylpiperazine), ClC1=CC=C(CBr)C=C1 (4-chlorobenzyl bromide). Yields the product ClC1=CC=C(COC2=C(C=C(C(=O)N3CCN(CC3)CC(C)C)C=C2)CC(C)C)C=C1 (1-[4-(4-chlorobenzyloxy)-3-isobutylbenzoyl]-4-isobutylpiperazine). The yield is 42.9%. As a reaction SMILES: [OH:1][C:2]1[CH:19]=[CH:18][C:5]([C:6]([N:8]2[CH2:13][CH2:12][N:11]([CH2:14][CH:15]([CH3:17])[CH3:16])[CH2:10][CH2:9]2)=[O:7])=[CH:4][C:3]=1[CH2:20][CH:21]([CH3:23])[CH3:22].[Cl:24][C:25]1[CH:32]=[CH:31][C:28]([CH2:29]Br)=[CH:27][CH:26]=1>>[Cl:24][C:25]1[CH:32]=[CH:31][C:28]([CH2:29][O:1][C:2]2[CH:19]=[CH:18][C:5]([C:6]([N:8]3[CH2:9][CH2:10][N:11]([CH2:14][CH:15]([CH3:17])[CH3:16])[CH2:12][CH2:13]3)=[O:7])=[CH:4][C:3]=2[CH2:20][CH:21]([CH3:23])[CH3:22])=[CH:27][CH:26]=1. Reported procedure: As in the case of Example 18, 1-(4-hydroxy-3-isobutylbenzoyl)-4-isobutylpiperazine (1.59 g) was benzylated with 4-chlorobenzyl bromide (1.03 g), thereby yielding 0.95 g of the aimed compound. Starting materials: O=C([O-])[O-], C1CCNCC1, CN(C)C=O, COc1cc2c(Oc3cc4ccccc4nc3C(C)=O)ccnc2cc1OCCCl, [K+], [K+]. The product is COc1cc2c(Oc3cc4ccccc4nc3C(C)=O)ccnc2cc1OCCN1CCCCC1. Reaction SMILES: [C:31](=[O:32])([O-:33])[O-:34].[CH2:37]1[CH2:38][CH2:39][NH:40][CH2:41][CH2:42]1.[CH3:43][N:44]([CH3:45])[CH:46]=[O:47].[Cl:1][CH2:2][CH2:3][O:4][c:5]1[c:6]([O:29][CH3:30])[cH:7][c:8]2[c:9]([O:15][c:16]3[c:17]([C:26]([CH3:27])=[O:28])[n:18][c:19]4[cH:20][cH:21][cH:22][cH:23][c:24]4[cH:25]3)[cH:10][cH:11][n:12][c:13]2[cH:14]1.[K+:35].[K+:36]>>[CH2:2]([CH2:3][O:4][c:5]1[c:6]([O:29][CH3:30])[cH:7][c:8]2[c:9]([O:15][c:16]3[c:17]([C:26]([CH3:27])=[O:28])[n:18][c:19]4[cH:20][cH:21][cH:22][cH:23][c:24]4[cH:25]3)[cH:10][cH:11][n:12][c:13]2[cH:14]1)[N:40]1[CH2:39][CH2:38][CH2:37][CH2:42][CH2:41]1. Reactants: C[C@@H]1N(CCC1)C=1C(=NC2=CC=C(C=C2N1)C(=O)OC)C1=CNC=C1 (methyl 3-[(2S)-2-methylpyrrolidin-1-yl]-2-(1H-pyrrol-3-yl)quinoxaline-6-carboxylate), [OH-].[Na+] (sodium hydroxide). Solvent: CO (methanol), O (water). Conditions: time 8 hour. Product: C[C@@H]1N(CCC1)C=1C(=NC2=CC=C(C=C2N1)C(=O)O)C1=CNC=C1 (3-[(2S)-2-methylpyrrolidin-1-yl]-2-(1H-pyrrol-3-yl)quinoxaline-6-carboxylic acid). The yield is 72.4%. As a reaction SMILES: [CH3:1][C@H:2]1[CH2:6][CH2:5][CH2:4][N:3]1[C:7]1[C:8]([C:21]2[CH:25]=[CH:24][NH:23][CH:22]=2)=[N:9][C:10]2[C:15]([N:16]=1)=[CH:14][C:13]([C:17]([O:19]C)=[O:18])=[CH:12][CH:11]=2.[OH-].[Na+]>CO.O>[CH3:1][C@H:2]1[CH2:6][CH2:5][CH2:4][N:3]1[C:7]1[C:8]([C:21]2[CH:25]=[CH:24][NH:23][CH:22]=2)=[N:9][C:10]2[C:15]([N:16]=1)=[CH:14][C:13]([C:17]([OH:19])=[O:18])=[CH:12][CH:11]=2 |f:1.2|. Procedure details: To a solution of methyl 3-[(2S)-2-methylpyrrolidin-1-yl]-2-(1H-pyrrol-3-yl)quinoxaline-6-carboxylate (100 mg, 0.30 mmol) in methanol (30 ml) and water (2.0 ml) was added sodium hydroxide (48 mg, 1.20 mmol) with stirring overnight at room temperature. The reaction mixture was concentrated under vacuum, dissolved in water (30 mL1) and adjusted to pH 4 with HCl (3 N). The solids were collected by filtration to afford 3-[(2S)-2-methylpyrrolidin-1-yl]-2-(1H-pyrrol-3-yl)quinoxaline-6-carboxylic acid a... Yield: 31.7%. The reactants are FC1=CC=C(C(=C1)C1=CC=C(C=C1)C(F)(F)F)C=O (5-fluoro-4′-(trifluoromethyl)-[1,1′-biphenyl]-2-carbaldehyde), Cl.S1C(=NC=C1)C(N)=N (thiazole-2-carboximidamide hydrochloride), O=C(CC(=O)OCC)C (ethyl 3-oxobutanoate). Product: FC=1C=CC(=C(C1)C1=CC=C(C=C1)C(F)(F)F)C1N=C(NC(=C1C(=O)OCC)C)C=1SC=CN1 (Ethyl 4-(5-fluoro-4′-(trifluoromethyl)-[1,1′-biphenyl]-2-yl)-6-methyl-2-(thiazol-2-yl)-1,4-dihydropyrimidine-5-carboxylate). Procedure: 5-fluoro-4′-(trifluoromethyl)-[1,1′-biphenyl]-2-carbaldehyde (2.11 g, 7.87 mmol) was reacted with thiazole-2-carboximidamide hydrochloride (1.29 g, 7.87 mmol) and ethyl 3-oxobutanoate (1.23 g, 9.44 mmol) according to the procedure as described in Example 1, Step A to give the title compound as a yellow solid (1.22 g, 32%). The compound was characterized by the following spectroscopic data: RXN SMILES: [F:1][C:2]1[CH:7]=[C:6]([C:8]2[CH:13]=[CH:12][C:11]([C:14]([F:17])([F:16])[F:15])=[CH:10][CH:9]=2)[C:5]([CH:18]=O)=[CH:4][CH:3]=1.Cl.[S:21]1[CH:25]=[CH:24][N:23]=[C:22]1[C:26](=[NH:28])[NH2:27].O=[C:30]([CH3:37])[CH2:31][C:32]([O:34][CH2:35][CH3:36])=[O:33]>>[F:1][C:2]1[CH:3]=[CH:4][C:5]([CH:18]2[C:31]([C:32]([O:34][CH2:35][CH3:36])=[O:33])=[C:30]([CH3:37])[NH:27][C:26]([C:22]3[S:21][CH:25]=[CH:24][N:23]=3)=[N:28]2)=[C:6]([C:8]2[CH:9]=[CH:10][C:11]([C:14]([F:15])([F:16])[F:17])=[CH:12][CH:13]=2)[CH:7]=1 |f:1.2|. The reactants are CC(C)(C)OO, CCCCCC(C)C, CC(C)(C)C(=O)O. Yields the product CC(C)(C)OOC(=O)C(C)(C)C. As a reaction SMILES: [C:1]([CH3:2])([CH3:3])([CH3:4])[O:5][OH:6].[CH3:14][CH2:15][CH2:16][CH2:17][CH2:18][CH:19]([CH3:20])[CH3:21].[CH3:7][C:8]([CH3:9])([CH3:10])[C:11]([OH:12])=[O:13]>>[C:1]([CH3:2])([CH3:3])([CH3:4])[O:5][O:6][C:11]([C:8]([CH3:7])([CH3:9])[CH3:10])=[O:12]. Starting materials: O1CCN(CC1)C1=NC(=CC(=C1)N)N1CCOCC1 (2,6-Dimorpholinopyridin-4-amine), ClC1=NC=CC(=N1)NC1=C(C=CC=2OCOC21)Cl (2-chloro-N-(5-chlorobenzo[d][1,3]dioxol-4-yl)pyrimidin-4-amine), N12CCCCCC2=NCCC1 (1,8-diazabicyclo-[5.4.0]-undec-7-ene), CC1(C2=CC=CC(=C2OC=2C(=CC=CC12)P(C1=CC=CC=C1)C1=CC=CC=C1)P(C1=CC=CC=C1)C1=CC=CC=C1)C (9,9-dimethyl-4,5-bis(diphenylphosphino)xanthene). Reagents/catalysts: C=1C=CC(=CC1)/C=C/C(=O)/C=C/C2=CC=CC=C2.C=1C=CC(=CC1)/C=C/C(=O)/C=C/C2=CC=CC=C2.[Pd] (bis(dibenzylideneacetone)palladium(0)). The solvent is O1CCOCC1 (dioxane). Conditions: temperature 120 celsius. Product: ClC1=C(C2=C(OCO2)C=C1)NC1=NC(=NC=C1)NC1=CC(=NC(=C1)N1CCOCC1)N1CCOCC1 (N4-(5-chlorobenzo[d][1,3]dioxol-4-yl)-N2-(2,6-dimorpholinopyridin-4-yl)pyrimidine-2,4-diamine). Yield: 29.5%. RXN SMILES: [O:1]1[CH2:6][CH2:5][N:4]([C:7]2[CH:12]=[C:11]([NH2:13])[CH:10]=[C:9]([N:14]3[CH2:19][CH2:18][O:17][CH2:16][CH2:15]3)[N:8]=2)[CH2:3][CH2:2]1.Cl[C:21]1[N:26]=[C:25]([NH:27][C:28]2[C:36]3[O:35][CH2:34][O:33][C:32]=3[CH:31]=[CH:30][C:29]=2[Cl:37])[CH:24]=[CH:23][N:22]=1.N12CCCN=C1CCCCC2.CC1(C)C2C=CC=C(P(C3C=CC=CC=3)C3C=CC=CC=3)C=2OC2C1=CC=CC=2P(C1C=CC=CC=1)C1C=CC=CC=1>O1CCOCC1.C1C=CC(/C=C/C(/C=C/C2C=CC=CC=2)=O)=CC=1.C1C=CC(/C=C/C(/C=C/C2C=CC=CC=2)=O)=CC=1.[Pd]>[Cl:37][C:29]1[CH:30]=[CH:31][C:32]2[O:33][CH2:34][O:35][C:36]=2[C:28]=1[NH:27][C:25]1[CH:24]=[CH:23][N:22]=[C:21]([NH:13][C:11]2[CH:10]=[C:9]([N:14]3[CH2:15][CH2:16][O:17][CH2:18][CH2:19]3)[N:8]=[C:7]([N:4]3[CH2:5][CH2:6][O:1][CH2:2][CH2:3]3)[CH:12]=2)[N:26]=1 |f:5.6.7|. Reported procedure: 2,6-Dimorpholinopyridin-4-amine (140 mg, 0.53 mmol), 2-chloro-N-(5-chlorobenzo[d][1,3]dioxol-4-yl)pyrimidin-4-amine (150 mg, 0.53 mmol), 1,8-diazabicyclo-[5.4.0]-undec-7-ene (0.158 mL, 1.06 mmol), bis(dibenzylideneacetone)palladium(0) (45.5 mg, 0.08 mmol) and 9,9-dimethyl-4,5-bis(diphenylphosphino)xanthene (92 mg, 0.16 mmol) were dissolved in dioxane (3 mL) and sealed into a microwave tube. The reaction was degassed, purged with nitrogen and heated at 120° C. overnight. The reaction mixture was ... Starting materials: C(C)(C)(C)OC(C=CC1=CN=C2OCC(NC2=C1)=O)=O (3-(2-Oxo-2,3-dihydro-1H-4-oxa-1,5-diaza-naphthalene-7-yl)-acrylic acid tert-butyl ester), C(C1=CC=CC=C1)N[C@@H](C1=CC=CC=C1)C (N-benzyl-α-(R)-methylbenzylamine), [Li]CCCC (n-BuLi), [NH4+].[Cl-] (NH4Cl). Solvent: C1CCOC1 (THF), C1CCOC1 (THF), hexanes. Conditions: temperature 0 celsius, time 30 minute. The product is C(C)(C)(C)OC(C[C@@H](C1=CN=C2OCC(NC2=C1)=O)N([C@H](C)C1=CC=CC=C1)CC1=CC=CC=C1)=O (3(S)-[Benzyl-(1(R)-phenylethyl)-amino]-3-(2-oxo-2,3-dihydro-1H-4-oxa-1,5-diaza-naphthalen-7-yl)-propionic acid tert-butyl ester). As a reaction SMILES: [CH2:1]([NH:8][C@H:9]([CH3:16])[C:10]1[CH:15]=[CH:14][CH:13]=[CH:12][CH:11]=1)[C:2]1[CH:7]=[CH:6][CH:5]=[CH:4][CH:3]=1.[Li]CCCC.[C:22]([O:26][C:27](=[O:41])[CH:28]=[CH:29][C:30]1[CH:39]=[C:38]2[C:33]([O:34][CH2:35][C:36](=[O:40])[NH:37]2)=[N:32][CH:31]=1)([CH3:25])([CH3:24])[CH3:23].[NH4+].[Cl-]>C1COCC1>[C:22]([O:26][C:27](=[O:41])[CH2:28][C@H:29]([N:8]([CH2:1][C:2]1[CH:7]=[CH:6][CH:5]=[CH:4][CH:3]=1)[C@@H:9]([C:10]1[CH:15]=[CH:14][CH:13]=[CH:12][CH:11]=1)[CH3:16])[C:30]1[CH:39]=[C:38]2[C:33]([O:34][CH2:35][C:36](=[O:40])[NH:37]2)=[N:32][CH:31]=1)([CH3:25])([CH3:23])[CH3:24] |f:3.4|. Procedure: A solution of N-benzyl-α-(R)-methylbenzylamine (0.82 g, 3.87 mmol) in THF (25 mL) at 0° C. was treated with n-BuLi (1.6 mL of a 2.5 M soln in hexanes). The resulting solution was stirred at 0° C. for 30 min and then cooled to −78° C. A solution of acrylate 20-5 (0.485 g, 1.76 mmol) in THF (5 mL) was added. After stirring for 15 min at −78° C., satd aq NH4Cl soln (5 mL) was added and the cold bath removed. The mixture was warmed to room temperature, and extracted with Et2O (2×40 mL). The combined... Starting materials: C(/C1=CC=CC=C1)=C(\C(=O)O)/CC(=O)N1C[C@@H]2CCCC[C@H]2CC1 ((E)-2-benzylidene-3-(trans-decahydro- 2-isoquinolylcarbonyl)propionic acid). Reagents/catalysts: [Pd] (Pd-C). The solvent is C(C)O (ethanol). Conditions: time 16 hour. The product is C(C1=CC=CC=C1)C(C(=O)O)CC(=O)N1C[C@@H]2CCCC[C@H]2CC1 (2-benzyl-3-(trans-decahydro-2-isoquinolylcarbonyl)propionic acid). The yield is 93.4%. RXN SMILES: [CH:1](=[C:8](/[CH2:12][C:13]([N:15]1[CH2:24][CH2:23][C@H:22]2[C@@H:17]([CH2:18][CH2:19][CH2:20][CH2:21]2)[CH2:16]1)=[O:14])\[C:9]([OH:11])=[O:10])/[C:2]1[CH:7]=[CH:6][CH:5]=[CH:4][CH:3]=1>C(O)C.[Pd]>[CH2:1]([CH:8]([CH2:12][C:13]([N:15]1[CH2:24][CH2:23][C@H:22]2[C@@H:17]([CH2:18][CH2:19][CH2:20][CH2:21]2)[CH2:16]1)=[O:14])[C:9]([OH:11])=[O:10])[C:2]1[CH:3]=[CH:4][CH:5]=[CH:6][CH:7]=1. Procedure details: To a suspension of (E)-2-benzylidene-3-(trans-decahydro- 2-isoquinolylcarbonyl)propionic acid (200 mg) in ethanol (2 ml) was added 10% Pd-C (20 mg) and the mixture was hydrogenated at room temperature and atmospheric pressure for 16 hours. After the catalyst was filtered off, the solvent was evaporated under reduced pressure to give 188 mg of 2-benzyl-3-(trans-decahydro-2-isoquinolylcarbonyl)propionic acid as a colorless viscous oil.